From a dataset of the Open Reaction Database (ORD), a public repository of structured organic reaction records. describe an organic reaction: reactants, conditions, products, and yield Starting materials: C(CCCC)C1CCC(CC1)=O (4-pentylcyclohexanone), [Cl-].[NH4+] (ammonium chloride), ice water, FC1=C(C=CC=C1)F (1,2-Difluorobenzene), C(C)(CC)[Li] (s-Butyllithium). Solvent: C1CCOC1 (THF), C1CCCCC1 (cyclohexane), CCCCCC (n-hexane), C1CCOC1 (THF), C1(=CC=CC=C1)C (Toluene). Conditions: time 2 hour. Product: FC1=C(C=CC=C1F)C1(CCC(CC1)CCCCC)O (1-(2,3-difluoropheyl)-4-pentylcyclohexanol). Isolated yield 115.9%. As a reaction SMILES: [F:1][C:2]1[CH:7]=[CH:6][CH:5]=[CH:4][C:3]=1[F:8].C([Li])(CC)C.[CH2:14]([CH:19]1[CH2:24][CH2:23][C:22](=[O:25])[CH2:21][CH2:20]1)[CH2:15][CH2:16][CH2:17][CH3:18].[Cl-].[NH4+]>C1(C)C=CC=CC=1.C1COCC1.C1CCCCC1.CCCCCC>[F:1][C:2]1[C:3]([F:8])=[CH:4][CH:5]=[CH:6][C:7]=1[C:22]1([OH:25])[CH2:21][CH2:20][CH:19]([CH2:14][CH2:15][CH2:16][CH2:17][CH3:18])[CH2:24][CH2:23]1 |f:3.4|. Procedure details: 1,2-Difluorobenzene (29) (60.5 g) and THF (500 ml) were put in a reaction vessel under a nitrogen atmosphere, and cooled to −73° C. s-Butyllithium (1.06 M, in a n-hexane and cyclohexane solution; 500.0 ml) was added dropwise thereto in the temperature range of −74° C. to −65° C., and the mixture was stirred for another 2 hours. Subsequently, 4-pentylcyclohexanone (40) (89.2 g) in a THF (200 ml) solution was added dropwise thereto in the temperature range of −76° C. to −65° C., and the stirring w... Starting materials: O=C([O-])O, CC(=O)OC(C)=O, NCC(O)c1cccc(C(=O)C(C(=O)c2cc(F)cc(F)c2)=C2Nc3ccccc3N2)c1, [Na+], c1ccncc1. The product is CC(=O)NCC(O)c1cccc(C(=O)C(C(=O)c2cc(F)cc(F)c2)=C2Nc3ccccc3N2)c1. As a reaction SMILES: [C:40](=[O:41])([OH:42])[O-:43].[CH3:33][C:34](=[O:35])[O:36][C:37](=[O:38])[CH3:39].[NH2:1][CH2:2][CH:3]([OH:4])[c:5]1[cH:6][c:7]([C:11]([C:12]([C:13](=[O:14])[c:15]2[cH:16][c:17]([F:22])[cH:18][c:19]([F:21])[cH:20]2)=[C:23]2[NH:24][c:25]3[c:26]([cH:28][cH:29][cH:30][cH:31]3)[NH:27]2)=[O:32])[cH:8][cH:9][cH:10]1.[Na+:44].[cH:45]1[cH:46][cH:47][n:48][cH:49][cH:50]1>>[NH:1]([CH2:2][CH:3]([OH:4])[c:5]1[cH:6][c:7]([C:11]([C:12]([C:13](=[O:14])[c:15]2[cH:16][c:17]([F:22])[cH:18][c:19]([F:21])[cH:20]2)=[C:23]2[NH:24][c:25]3[c:26]([cH:28][cH:29][cH:30][cH:31]3)[NH:27]2)=[O:32])[cH:8][cH:9][cH:10]1)[C:34]([CH3:33])=[O:35]. The reactants are C(=O)NNC=1N=NC(=C(N1)C)C1=CC=CC=C1 (3-(2-formylhydrazino)-5-methyl-6-phenyl-1,2,4-triazine). The reagents and catalysts are [Pd] (palladium on carbon). Run in C(C)(=O)O (acetic acid). Product: C(=O)NNC=1NN=C(C(N1)C)C1=CC=CC=C1 (3-(2-formylhydrazino)-5-methyl-6-phenyl-2,5-dihydro-1,2,4-triazine). Yield: 21.6%. RXN SMILES: [CH:1]([NH:3][NH:4][C:5]1[N:6]=[N:7][C:8]([C:12]2[CH:17]=[CH:16][CH:15]=[CH:14][CH:13]=2)=[C:9]([CH3:11])[N:10]=1)=[O:2]>C(O)(=O)C.[Pd]>[CH:1]([NH:3][NH:4][C:5]1[NH:6][N:7]=[C:8]([C:12]2[CH:17]=[CH:16][CH:15]=[CH:14][CH:13]=2)[CH:9]([CH3:11])[N:10]=1)=[O:2]. Procedure: A solution of 3-(2-formylhydrazino)-5-methyl-6-phenyl-1,2,4-triazine (2.71 g) in acetic acid (60 ml) was hydrogenated over 5% palladium on carbon (2 g) under atmospheric pressure at room temperature. After the theoretical amount of hydrogen gas was absorbed, the catalyst was filtered off, washed with methanol, and the filtrate was evaporated. The residue was dissolved in water, and the solution was washed with chloroform, neutralized with an aqueous solution of sodium carbonate, and extracted wi... Reactants: CCN=C=NCCCN(C)C, Cc1c(C)c2c(c(C)c1N)CC(C)(CN1CCNCC1)O2, CN(C)C=O, Cl, O, On1nnc2ccccc21, O=C(O)CCCc1ccccc1. Product: Cc1c(C)c2c(c(C)c1N)CC(C)(CN1CCN(C(=O)CCCc3ccccc3)CC1)O2. Reaction SMILES: [CH2:2]([N:3]=[C:4]=[N:5][CH2:6][CH2:7][CH2:8][N:9]([CH3:10])[CH3:11])[CH3:12].[CH3:35][C:36]1([CH2:49][N:50]2[CH2:51][CH2:52][NH:53][CH2:54][CH2:55]2)[O:37][c:38]2[c:39]([c:41]([CH3:48])[c:42]([NH2:47])[c:43]([CH3:46])[c:44]2[CH3:45])[CH2:40]1.[CH3:56][N:57]([CH3:58])[CH:59]=[O:60].[ClH:1].[OH2:61].[OH:13][n:14]1[c:15]2[cH:16][cH:17][cH:18][cH:19][c:20]2[n:21][n:22]1.[c:23]1([CH2:29][CH2:30][CH2:31][C:32](=[O:33])[OH:34])[cH:24][cH:25][cH:26][cH:27][cH:28]1>>[c:23]1([CH2:29][CH2:30][CH2:31][C:32](=[O:34])[N:53]2[CH2:52][CH2:51][N:50]([CH2:49][C:36]3([CH3:35])[O:37][c:38]4[c:39]([c:41]([CH3:48])[c:42]([NH2:47])[c:43]([CH3:46])[c:44]4[CH3:45])[CH2:40]3)[CH2:55][CH2:54]2)[cH:24][cH:25][cH:26][cH:27][cH:28]1. Reactants: CC(=O)C1=CC=C(C=C1)F (4-fluoroacetophenone), Br.S1CNCCC1 (tetrahydro-1,3-thiazine hydrobromide), C=O (paraformaldehyde), Br (hydrobromic acid), C=O (paraformaldehyde). Solvent: C(C)O (ethanol), CC(=O)C (acetone). Conditions: temperature -5 celsius. Product: FC1=CC=C(C=C1)C(CCN1CSCCC1)=O (1-(4-fluorophenyl)-3-(tetrahydro-1,3-thiazin-3-yl)propan-1-one). Yield: 83.7%. As a reaction SMILES: [CH3:1][C:2]([C:4]1[CH:9]=[CH:8][C:7]([F:10])=[CH:6][CH:5]=1)=[O:3].Br.[S:12]1[CH2:17][CH2:16][CH2:15][NH:14][CH2:13]1.[CH2:18]=O.Br>CC(C)=O.C(O)C>[F:10][C:7]1[CH:8]=[CH:9][C:4]([C:2](=[O:3])[CH2:1][CH2:18][N:14]2[CH2:15][CH2:16][CH2:17][S:12][CH2:13]2)=[CH:5][CH:6]=1 |f:1.2|. Procedure: A mixture containing 8.28 g (0.06 mol) of 4-fluoroacetophenone, 11.05 g (0.06 mol) of tetrahydro-1,3-thiazine hydrobromide, 2.70 g (0.09 mol) of paraformaldehyde, 25 ml ethanol and 0.1 ml of 48% hydrobromic acid is heated under reflux while stirring. After one hour an additional amount of 1.8 g (0.06 mol) of paraformaldehyde is portionwise added, the reaction mixture is heated for an additional 2 hours and then 80 ml of acetone are added. The mixture is cooled at -5° C. to give 12.73 g of produc... Reactants: C(C)(C)(C)C1=CC(=NO1)C(=O)NC=O ((5-t-butyl-3-isooxazoyl)formamide), CNC (dimethylamine), CN (methylamine), C(C1=CC=CC=C1)(=O)N (benzamide). The product is CNC(=O)N(C1=CC=CC=C1)C (N,N'-dimethyl-N'-phenylurea). The yield is 64.7%. RXN SMILES: [C:1]([C:5]1ON=[C:7]([C:10]([NH:12][CH:13]=[O:14])=O)[CH:6]=1)([CH3:4])(C)C.CN.[C:17]([NH2:25])(=O)C1C=CC=CC=1.[CH3:26]NC>>[CH3:17][NH:25][C:13]([N:12]([CH3:26])[C:10]1[CH:4]=[CH:1][CH:5]=[CH:6][CH:7]=1)=[O:14]. Procedure: The procedures of Example 1 were repeated except that (5-t-butyl-3-isooxazoyl)formamide and methylamine were replaced with benzamide and dimethylamine, respectively, to give N,N'-dimethyl-N'-phenylurea in 64.70% yield. Starting materials: Cl.OC=1C(=C(C=NC1C1=CC=CC=C1)C(=O)OCC)C(=O)O (ethyl 5-hydroxy-6-phenylpyridine3,4-dicarboxylate. hydrochloride), O.NN (hydrazine hydrate). Solvent: C(C)O (ethanol). Yields the product OC1=C(N=CC=2C(NNC(C21)=O)=O)C2=CC=CC=C2 (8-hydroxy-7-phenylpyrido[3,4-d]pyridazine-1,4-(2H,3H)-dione). As a reaction SMILES: Cl.[OH:2][C:3]1[C:4]([C:20]([OH:22])=O)=[C:5]([C:15](OCC)=[O:16])[CH:6]=[N:7][C:8]=1[C:9]1[CH:14]=[CH:13][CH:12]=[CH:11][CH:10]=1.O.[NH2:24][NH2:25]>C(O)C>[OH:2][C:3]1[C:4]2[C:20](=[O:22])[NH:25][NH:24][C:15](=[O:16])[C:5]=2[CH:6]=[N:7][C:8]=1[C:9]1[CH:14]=[CH:13][CH:12]=[CH:11][CH:10]=1 |f:0.1,2.3|. Procedure: A mixture of 2 g. ethyl 5-hydroxy-6-phenylpyridine3,4-dicarboxylate. hydrochloride, 40 ml ethanol and 4 ml hydrazine hydrate was refluxed for 4 hours. After cooling, the pale yellow crystals were recovered by filtration, suspended in 20 ml of water and made acid with dilute hydrochloric acid. The crystals were recovered by filtration, rinsed with water and dried. The procedure provided 1.2 g of 8-hydroxy-7-phenylpyrido[3,4-d]pyridazine-1,4-(2H,3H)-dione, melting point: more than 300° C.